Dataset: the Open Reaction Database (ORD), a public repository of structured organic reaction records. Task: describe an organic reaction: reactants, conditions, products, and yield The reactants are O.NN (hydrazine hydrate), ClC1=C(C=CC=C1)C(C=CN(C)C)=O (1-(2-chlorophenyl)-3-dimethylamino-2-propen-1-one). Run in C(C)O (ethanol). Run at time 5 hour. Product: ClC1=C(C=CC=C1)C1=NNC=C1 (3-(2'-chlorophenyl)-1H-pyrazole). Yield: 77.2%. As a reaction SMILES: O.[NH2:2]N.[Cl:4][C:5]1[CH:10]=[CH:9][CH:8]=[CH:7][C:6]=1[C:11](=O)[CH:12]=[CH:13][N:14](C)C>C(O)C>[Cl:4][C:5]1[CH:10]=[CH:9][CH:8]=[CH:7][C:6]=1[C:11]1[CH:12]=[CH:13][NH:14][N:2]=1 |f:0.1|. Procedure details: 7 g (0.0540 mol) of hydrazine hydrate are added, slowly and at room temperature, to a solution of 10.5 g (0.050 mol) of 1-(2-chlorophenyl)-3-dimethylamino-2-propen-1-one, prepared in Example 1, in 60 ml of ethanol. The reaction mixture is stirred for 5 hours at room temperature then left standing for 12 hours before being concentrated to dryness. The residue is recrystallised from a heptane/ethyl acetate mixture. 6.9 g (0.0386 mol) of 3-(2'-chlorophenyl)-1H-pyrazole are obtained, which melts at ...